describe an organic reaction: reactants, conditions, products, and yield From a dataset of the Open Reaction Database (ORD), a public repository of structured organic reaction records. Reactants: CS(=O)(=O)CCO (2-methylsulfonylethanol), C(C)(C)N(C(C)C)CC (N,N-diisopropylethylamine), C(C)(C)N(C(C)C)CC (N,N-diisopropylethylamine), ClCCl (dichloromethane), CS(=O)(=O)Cl (methanesulfonyl chloride). Product: S(C)(=O)(=O)OCCS(=O)(=O)C (2-Methylsulfonylethyl mesylate). The solvent is O (water). Conditions: time 12 hour. Reaction SMILES: [CH3:1][S:2]([CH2:5][CH2:6][OH:7])(=[O:4])=[O:3].ClCCl.[CH3:11][S:12](Cl)(=[O:14])=[O:13].C(N(CC)C(C)C)(C)C>O>[S:12]([O:7][CH2:6][CH2:5][S:2]([CH3:1])(=[O:4])=[O:3])(=[O:14])(=[O:13])[CH3:11]. Procedure details: Combine 2-methylsulfonylethanol (7.7 g, 62 mmol) and dichloromethane (50 mL). Cool in an ice bath. Add methanesulfonyl chloride (7.81 g , 68.2 mmol). Add N,N-diisopropylethylamine (8.0 g, 62 mmol). After the addition of N,N-diisopropylethylamine, warm to ambient temperature. After 12 hours, add water and separate the layers. Extract the organic layer and extract with a saturated aqueous sodium bicarbonate solution. Dry the organic layer over Na2SO4, filter and evaporate in vacuo to give the titl...